From a dataset of the Open Reaction Database (ORD), a public repository of structured organic reaction records. describe an organic reaction: reactants, conditions, products, and yield The reactants are N(=[N+]=[N-])CC1=NC=CC=N1 (2-azidomethyl-pyrimidine), C(C)(C)N(C(C)C)CC (N,N-diisopropylethylamine), ClC=1C=C(C=C(C1)Cl)C1(CC(=NO1)C1=CC=C(C2=CC=CC=C12)C#C)C(F)(F)F (5-(3,5-dichloro-phenyl)-3-(4-ethynyl-naphthalen-1-yl)-5-trifluoromethyl-4,5-dihydro-isoxazole). Reagents/catalysts: [Cu]I (CuI). Solvent: CN(C)C=O (DMF). Run at time 16 hour. Yields the product ClC=1C=C(C=C(C1)Cl)C1(CC(=NO1)C1=CC=C(C2=CC=CC=C12)C=1N=NN(C1)CC1=NC=CC=C1)C(F)(F)F (2-(4-{4-[5-(3,5-dichloro-phenyl)-5-trifluoromethyl-4,5-dihydro-isoxazol-3-yl]-naphthalen-1-yl}-[1,2,3]triazol-1-ylmethyl)-pyridine). Reaction SMILES: [N:1]([CH2:4][C:5]1[N:10]=[CH:9][CH:8]=[CH:7]N=1)=[N+:2]=[N-:3].[CH:11](N(CC)C(C)C)(C)C.[Cl:20][C:21]1[CH:22]=[C:23]([C:28]2([C:45]([F:48])([F:47])[F:46])[O:32][N:31]=[C:30]([C:33]3[C:42]4[C:37](=[CH:38][CH:39]=[CH:40][CH:41]=4)[C:36]([C:43]#[CH:44])=[CH:35][CH:34]=3)[CH2:29]2)[CH:24]=[C:25]([Cl:27])[CH:26]=1>CN(C=O)C.[Cu]I>[Cl:20][C:21]1[CH:22]=[C:23]([C:28]2([C:45]([F:46])([F:48])[F:47])[O:32][N:31]=[C:30]([C:33]3[C:42]4[C:37](=[CH:38][CH:39]=[CH:40][CH:41]=4)[C:36]([C:43]4[N:3]=[N:2][N:1]([CH2:4][C:5]5[CH:11]=[CH:7][CH:8]=[CH:9][N:10]=5)[CH:44]=4)=[CH:35][CH:34]=3)[CH2:29]2)[CH:24]=[C:25]([Cl:27])[CH:26]=1. Procedure details: CuI (88 mg) is added to a solution of 2-azidomethyl-pyrimidine (62 mg), N,N-diisopropylethylamine (DIPEA, 2.0 ml) and 5-(3,5-dichloro-phenyl)-3-(4-ethynyl-naphthalen-1-yl)-5-trifluoromethyl-4,5-dihydro-isoxazole (100 mg) in DMF (1.0 ml). After 16 hours at room temperature, the reaction is quenched with a saturated solution of NaHCO3 and extracted with dichloromethane. The combined organic phases are dried over MgSO4 and concentrated in vacuo. The crude product is purified on a semi-preparative H...